describe an organic reaction: reactants, conditions, products, and yield From a dataset of the Open Reaction Database (ORD), a public repository of structured organic reaction records. The reactants are Cc1ncoc1C1(N)CC1, CCN=C=NCCCN(C)C, ClCCl, Cl, CNC(=O)c1c(-c2ccc(F)cc2)oc2ccc(-c3cc(C(=O)O)ccc3C)cc12, O, On1nnc2ccccc21. Yields the product CNC(=O)c1c(-c2ccc(F)cc2)oc2ccc(-c3cc(C(=O)NC4(c5ocnc5C)CC4)ccc3C)cc12. RXN SMILES: [CH3:31][c:32]1[n:33][cH:34][o:35][c:36]1[C:37]1([NH2:40])[CH2:38][CH2:39]1.[CH3:41][CH2:42][N:43]=[C:44]=[N:45][CH2:46][CH2:47][CH2:48][N:49]([CH3:50])[CH3:51].[Cl:63][CH2:64][Cl:65].[ClH:52].[F:1][c:2]1[cH:3][cH:4][c:5](-[c:8]2[o:9][c:10]3[c:11]([c:12]2[C:13]([NH:14][CH3:15])=[O:16])[cH:17][c:18](-[c:21]2[cH:22][c:23]([C:24](=[O:25])[OH:26])[cH:27][cH:28][c:29]2[CH3:30])[cH:19][cH:20]3)[cH:6][cH:7]1.[OH2:66].[OH:53][n:54]1[c:55]2[c:56]([cH:57][cH:58][cH:59][cH:60]2)[n:61][n:62]1>>[F:1][c:2]1[cH:3][cH:4][c:5](-[c:8]2[o:9][c:10]3[c:11]([c:12]2[C:13]([NH:14][CH3:15])=[O:16])[cH:17][c:18](-[c:21]2[cH:22][c:23]([C:24](=[O:25])[NH:40][C:37]4([c:36]5[c:32]([CH3:31])[n:33][cH:34][o:35]5)[CH2:38][CH2:39]4)[cH:27][cH:28][c:29]2[CH3:30])[cH:19][cH:20]3)[cH:6][cH:7]1. Reactants: C(C)OC(=O)C=1C(=NC(=NC1)SC)Cl (4-chloro-2-methylthio-5-pyrimidine carboxylic acid ethyl ester), NC1=CC=C2C=NNC2=C1 (6-aminoindazole), C(C)(C)N(C(C)C)CC (N,N-diisopropylethylamine). Run in CO (methanol). Reaction conditions: temperature 20 celsius, time 1 hour. The product is C(C)OC(=O)C=1C(=NC(=NC1)SC)NC1=CC=C2C=NNC2=C1 (4-(1H-6-Indazolylamino)-2-methylthio-5-pyrimidinecarboxylic Acid Ethyl Ester). Yield: 81.9%. Reaction SMILES: [CH2:1]([O:3][C:4]([C:6]1[C:7](Cl)=[N:8][C:9]([S:12][CH3:13])=[N:10][CH:11]=1)=[O:5])[CH3:2].[NH2:15][C:16]1[CH:24]=[C:23]2[C:19]([CH:20]=[N:21][NH:22]2)=[CH:18][CH:17]=1.C(N(CC)C(C)C)(C)C>CO>[CH2:1]([O:3][C:4]([C:6]1[C:7]([NH:15][C:16]2[CH:24]=[C:23]3[C:19]([CH:20]=[N:21][NH:22]3)=[CH:18][CH:17]=2)=[N:8][C:9]([S:12][CH3:13])=[N:10][CH:11]=1)=[O:5])[CH3:2]. Reported procedure: To the solution of 4-chloro-2-methylthio-5-pyrimidine carboxylic acid ethyl ester (5 g) and 6-aminoindazole (3.15 g) in methanol (70 ml) was added N,N-diisopropylethylamine (4.2 ml), and then the solution was reacted at 30-35° C. for 4 hr. The reaction mixture was cooled, and then stirred at 20° C. for 1 hr. The reaction mixture was filtered, washed with methanol (20 ml) and dried at 40-50° C. in vacuo to obtain the desired compound (5.8 g, 82%). Starting materials: CC(C)C#N, ClCCl, CSCS(C)=O, [H-], [Na+], C1CCOC1, O. Yields the product CSC(=C(N)C(C)C)S(C)=O. RXN SMILES: [C:9]([CH:10]([CH3:11])[CH3:12])#[N:13].[CH2:14]([Cl:15])[Cl:16].[CH3:1][S:2][CH2:3][S:4](=[O:5])[CH3:6].[H-:7].[Na+:8].[O:17]1[CH2:18][CH2:19][CH2:20][CH2:21]1.[OH2:22]>>[CH3:1][S:2][C:3]([S:4](=[O:5])[CH3:6])=[C:9]([CH:10]([CH3:11])[CH3:12])[NH2:13]. Starting materials: C(CCl)Cl (EDC), C=1C=CC2=C(C1)N=NN2O (HOBT), [OH-].[NH4+] (ammonium hydroxide), FC1=C(C=CC=C1)C1=C2C=3CCCCC3NC2=C(C=C1)C(=O)O (5-(2-fluorophenyl)-2,3,4,9-tetrahydro-1H-carbazole-8-carboxylic acid), C(CCl)Cl (EDC), C=1C=CC2=C(C1)N=NN2O (HOBT), [OH-].[NH4+] (ammonium hydroxide). Run in CCOC(=O)C (EtOAc), C1CCOC1 (THF), C(Cl)Cl (DCM). Conditions: temperature 50 celsius, time 8 hour. The product is FC1=C(C=CC=C1)C1=C2C=3CCCCC3NC2=C(C=C1)C(=O)N (5-(2-fluorophenyl)-2,3,4,9-tetrahydro-1H-carbazole-8-carboxamide). The yield is 31.0%. As a reaction SMILES: [F:1][C:2]1[CH:7]=[CH:6][CH:5]=[CH:4][C:3]=1[C:8]1[CH:20]=[CH:19][C:18]([C:21](O)=[O:22])=[C:17]2[C:9]=1[C:10]1[CH2:11][CH2:12][CH2:13][CH2:14][C:15]=1[NH:16]2.C(Cl)CCl.C1C=CC2N(O)N=[N:34]C=2C=1.[OH-].[NH4+]>C1COCC1.C(Cl)Cl.CCOC(C)=O>[F:1][C:2]1[CH:7]=[CH:6][CH:5]=[CH:4][C:3]=1[C:8]1[CH:20]=[CH:19][C:18]([C:21]([NH2:34])=[O:22])=[C:17]2[C:9]=1[C:10]1[CH2:11][CH2:12][CH2:13][CH2:14][C:15]=1[NH:16]2 |f:3.4|. Reported procedure: Step 5 A solution of 5-(2-fluorophenyl)-2,3,4,9-tetrahydro-1H-carbazole-8-carboxylic acid (0.097 g, 0.314 mmol), EDC (0.072 g, 0.376 mmol) and HOBT (0.058 g, 0.376 mmol) in THF (2.5 mL) and DCM (0.6 mL) was treated with 28% aqueous ammonium hydroxide (0.073 mL, 1.88 mmol). The mixture was stirred overnight. More EDC (0.072 g, 0.376 mmol), HOBT (0.058 g, 0.376 mmol) and 28% aqueous ammonium hydroxide (0.073 mL, 1.88 mmol) were added, and the mixture was heated at 50° C. in a sealed tube for 2 day... The reactants are CC(Cl)Cl, O=C(Cl)C(=O)Cl, NC(=O)c1c(F)cccc1F. Product: O=C=NC(=O)c1c(F)cccc1F. RXN SMILES: [Cl:12][CH:13]([Cl:14])[CH3:15].[Cl:16][C:17](=[O:18])[C:19]([Cl:20])=[O:21].[F:1][c:2]1[c:3]([C:4](=[O:5])[NH2:6])[c:7]([F:11])[cH:8][cH:9][cH:10]1>>[F:1][c:2]1[c:3]([C:4](=[O:5])[N:6]=[C:17]=[O:18])[c:7]([F:11])[cH:8][cH:9][cH:10]1. The reactants are COc1cc(Br)c2c(c1)OCCN2, C1CCOC1, C[Si](C)(C)[N-][Si](C)(C)C, CCC(C1CC1)n1cc(Cl)nc(Cl)c1=O, [Na+]. Product: CCC(C1CC1)n1cc(Cl)nc(N2CCOc3cc(OC)cc(Br)c32)c1=O. RXN SMILES: [Br:16][c:17]1[cH:18][c:19]([O:27][CH3:28])[cH:20][c:21]2[c:22]1[NH:23][CH2:24][CH2:25][O:26]2.[CH2:39]1[O:40][CH2:41][CH2:42][CH2:43]1.[CH3:30][Si:31]([N-:32][Si:33]([CH3:34])([CH3:35])[CH3:36])([CH3:37])[CH3:38].[Cl:1][c:2]1[c:3](=[O:15])[n:4]([CH:9]([CH2:10][CH3:11])[CH:12]2[CH2:13][CH2:14]2)[cH:5][c:6]([Cl:8])[n:7]1.[Na+:29]>>[c:2]1([N:23]2[c:22]3[c:17]([Br:16])[cH:18][c:19]([O:27][CH3:28])[cH:20][c:21]3[O:26][CH2:25][CH2:24]2)[c:3](=[O:15])[n:4]([CH:9]([CH2:10][CH3:11])[CH:12]2[CH2:13][CH2:14]2)[cH:5][c:6]([Cl:8])[n:7]1. Starting materials: FC(C=1C=CC2=C(SC(=C2)C(=O)O)C1)(F)F (6-trifluoromethyl-benzo[b]thiophene-2-carboxylic acid), solution, [Li]CCCC (n-BuLi), hexanes, C1=CC=C(C=C1)S(=O)(=O)N(F)S(=O)(=O)C2=CC=CC=C2 (N-fluorobenzenesulfonimide). Solvent: C1CCOC1 (THF), C1CCOC1 (THF). Reaction conditions: time 1 hour. Yields the product FC=1C2=C(SC1C(=O)O)C=C(C=C2)C(F)(F)F (3-Fluoro-6-trifluoromethyl-benzo[b]thiophene-2-carboxylic acid). Reaction SMILES: [F:1][C:2]([F:16])([F:15])[C:3]1[CH:4]=[CH:5][C:6]2[CH:10]=[C:9]([C:11]([OH:13])=[O:12])[S:8][C:7]=2[CH:14]=1.[Li]CCCC.C1C=CC(S(N(S(C2C=CC=CC=2)(=O)=O)[F:32])(=O)=O)=CC=1>C1COCC1>[F:32][C:10]1[C:6]2[CH:5]=[CH:4][C:3]([C:2]([F:15])([F:1])[F:16])=[CH:14][C:7]=2[S:8][C:9]=1[C:11]([OH:13])=[O:12]. Procedure details: A solution of 6-trifluoromethyl-benzo[b]thiophene-2-carboxylic acid 10a (2.031 mmol, 0.50 g) in THF (8 mL) at −70° C. was treated with a 1.6 M solution of n-BuLi in hexanes (4.26 mmol, 2.66 mL). After 1 h at −70° C., N-fluorobenzenesulfonimide (2.64 mmol, 0.833 g) in THF (2 mL) was slowly added and the reaction was warmed to room temperature. After 1 h the mixture was partitioned between dilute aqueous HCl and EtOAc. The organic layer was washed with water and brine, and then concentrated. The r... Reactants: C(#N)C1=CC2=C(N=C(N2)C2=C(C=C(C=C2)O)OC)C=C1 (5-cyano-2-(2'-methoxy-4'-hydroxy-phenyl)-benzimidazole), CS(=O)(=O)Cl (methanesulfonic acid chloride). The product is C(#N)C1=CC2=C(N=C(N2)C2=C(C=C(C=C2)OS(=O)(=O)C)OC)C=C1 (5-Cyano-2-(2'-methoxy-4'-methanesulfonyloxy-phenyl)-benzimidazole). RXN SMILES: [C:1]([C:3]1[CH:20]=[CH:19][C:6]2[N:7]=[C:8]([C:10]3[CH:15]=[CH:14][C:13]([OH:16])=[CH:12][C:11]=3[O:17][CH3:18])[NH:9][C:5]=2[CH:4]=1)#[N:2].[CH3:21][S:22](Cl)(=[O:24])=[O:23]>>[C:1]([C:3]1[CH:20]=[CH:19][C:6]2[N:7]=[C:8]([C:10]3[CH:15]=[CH:14][C:13]([O:16][S:22]([CH3:21])(=[O:24])=[O:23])=[CH:12][C:11]=3[O:17][CH3:18])[NH:9][C:5]=2[CH:4]=1)#[N:2]. Reported procedure: Prepared analogously to Example 1 from 5-cyano-2-(2'-methoxy-4'-hydroxy-phenyl)-benzimidazole and methanesulfonic acid chloride.